This data is from the Open Reaction Database (ORD), a public repository of structured organic reaction records. The task is: describe an organic reaction: reactants, conditions, products, and yield The reactants are Cl.Cl.C1(CCCCC1)NC1=NC(N(C12CCNCC2)CCCC=C)=O (4-(cyclohexylamino)-1-pent-4-en-1-yl-1,3,8-triazaspiro[4.5]dec-3-en-2-one dihydrochloride), CCN(C(C)C)C(C)C (Hunig's base), C(C)(=O)O[BH-](OC(C)=O)OC(C)=O.[Na+] (sodium triacetoxyborohydride), IC=1C=C(C=O)C=CC1 (3-iodo-benzaldehyde). Run in ClCCCl (DCE), ClCCCl (DCE). Run at time 18 hour. Yields the product C1(CCCCC1)NC1=NC(N(C12CCN(CC2)CC2=CC(=CC=C2)I)CCCC=C)=O (4-(cyclohexylamino)-8-(3-iodobenzyl)-1-pent-4-en-1-yl-1,3,8-triazaspiro[4.5]dec-3-en-2-one). Reaction SMILES: Cl.Cl.[CH:3]1([NH:9][C:10]2[C:14]3([CH2:19][CH2:18][NH:17][CH2:16][CH2:15]3)[N:13]([CH2:20][CH2:21][CH2:22][CH:23]=[CH2:24])[C:12](=[O:25])[N:11]=2)[CH2:8][CH2:7][CH2:6][CH2:5][CH2:4]1.CCN(C(C)C)C(C)C.C(O[BH-](OC(=O)C)OC(=O)C)(=O)C.[Na+].[I:49][C:50]1[CH:51]=[C:52]([CH:55]=[CH:56][CH:57]=1)[CH:53]=O>ClCCCl>[CH:3]1([NH:9][C:10]2[C:14]3([CH2:15][CH2:16][N:17]([CH2:53][C:52]4[CH:55]=[CH:56][CH:57]=[C:50]([I:49])[CH:51]=4)[CH2:18][CH2:19]3)[N:13]([CH2:20][CH2:21][CH2:22][CH:23]=[CH2:24])[C:12](=[O:25])[N:11]=2)[CH2:4][CH2:5][CH2:6][CH2:7][CH2:8]1 |f:0.1.2,4.5|. Procedure details: To a solution of 4-(cyclohexylamino)-1-pent-4-en-1-yl-1,3,8-triazaspiro[4.5]dec-3-en-2-one dihydrochloride (1 g, 2.56 mmol, intermediate I.1.c.1) in DCE (16 mL), was added Hunig's base (0.67 mL, 1.42 mmol), sodium triacetoxyborohydride (0.25 g, 1.18 mmol) and 3-iodo-benzaldehyde (329 mg, 3.83 mmol) in DCE (0.5 mL) dropwise. The reaction mixture was stirred at rt for 18 h, quenched with aq NaHCO3, extracted twice with EtOAc, washed with brine, concentrated in vacuo and purified flash chromatograp... The reactants are C(C)(C)(C)C1=C/C(/N(N1C)C[C@@H]1OCCC1)=N\C(C1=CC(=CC(=C1)C(F)(F)F)[N+](=O)[O-])=O (N-{(3E)-5-tert-butyl-1-methyl-2-[(2R)-tetrahydrofuran-2-ylmethyl]-1,2-dihydro-3H-pyrazol-3-ylidene}-3-nitro-5-(trifluoromethyl)benzamide). The reagents and catalysts are [OH-].[Pd+2].[OH-] (palladium hydroxide). The solvent is C(C)O (ethyl alcohol). Product: NC=1C=C(C(=O)/N=C\2/N(N(C(=C2)C(C)(C)C)C)C[C@@H]2OCCC2)C=C(C1)C(F)(F)F (3-amino-N-{(3E)-5-tert-butyl-1-methyl-2-[(2R)-tetrahydrofuran-2-ylmethyl]-1,2-dihydro-3H-pyrazol-3-ylidene}-5-(trifluoromethyl)benzamide). Yield: 78.0%. Reaction SMILES: [C:1]([C:5]1[N:9]([CH3:10])[N:8]([CH2:11][C@H:12]2[CH2:16][CH2:15][CH2:14][O:13]2)/[C:7](=[N:17]/[C:18](=[O:32])[C:19]2[CH:24]=[C:23]([C:25]([F:28])([F:27])[F:26])[CH:22]=[C:21]([N+:29]([O-])=O)[CH:20]=2)/[CH:6]=1)([CH3:4])([CH3:3])[CH3:2]>C(O)C.[OH-].[Pd+2].[OH-]>[NH2:29][C:21]1[CH:20]=[C:19]([CH:24]=[C:23]([C:25]([F:28])([F:27])[F:26])[CH:22]=1)[C:18](/[N:17]=[C:7]1/[N:8]([CH2:11][C@H:12]2[CH2:16][CH2:15][CH2:14][O:13]2)[N:9]([CH3:10])[C:5]([C:1]([CH3:4])([CH3:3])[CH3:2])=[CH:6]/1)=[O:32] |f:2.3.4|. Reported procedure: A mixture of Example 106 (740 mg, 1.63 mmol) and palladium hydroxide (50 mg) in ethyl alcohol (10 mL) was stirred under an atmosphere of hydrogen (balloon) at room temperature for 4 hours. The reaction mixture was filtered and the filtrate was concentrated. The residue was purified on Analogix® Intelliflash280™ (SiO2, 15-100% gradient of solvent A in hexanes, solvent A=10:1:0.5 ethyl acetate:methanol:triethylamine) to provide the title compound (540 mg, 78%). 1H NMR (300 MHz, DMSO-d6) δ ppm 1.38... Starting materials: CCOC(=O)c1ncn2c1CN(Cc1ccc(OC)cc1OC)C(=O)c1cc(C(C)C)ccc1-2, ClCCl, O=S(=O)(O)C(F)(F)F, O=C(O)C(F)(F)F. Yields the product CCOC(=O)c1ncn2c1CNC(=O)c1cc(C(C)C)ccc1-2. Reaction SMILES: [CH2:1]([CH3:2])[O:3][C:4](=[O:5])[c:6]1[n:7][cH:8][n:9]2[c:15]1[CH2:14][N:13]([CH2:16][c:17]1[cH:18][cH:19][c:20]([O:21][CH3:22])[cH:23][c:24]1[O:25][CH3:26])[C:12](=[O:27])[c:11]1[c:10]-2[cH:31][cH:30][c:29]([CH:32]([CH3:33])[CH3:34])[cH:28]1.[Cl:43][CH2:44][Cl:45].[OH:35][S:36]([C:37]([F:38])([F:39])[F:40])(=[O:41])=[O:42].[OH:46][C:47]([C:48]([F:49])([F:50])[F:51])=[O:52]>>[CH2:1]([CH3:2])[O:3][C:4](=[O:5])[c:6]1[n:7][cH:8][n:9]2[c:15]1[CH2:14][NH:13][C:12](=[O:27])[c:11]1[c:10]-2[cH:31][cH:30][c:29]([CH:32]([CH3:33])[CH3:34])[cH:28]1. The reactants are N1=C2C(=NS1)C(=CC=C2)S(=O)(=O)NC2=C(C(=O)O)C=CC(=C2)Cl (2-(benzo[1,2,5]thiadiazole-4-sulfonylamino)-4-chlorobenzoic acid), Cl.N[C@@H]([C@@H](O)C1=CC(=CC=C1)Br)C ((1S,2R)-2-amino-1-(3-bromo-phenyl)-propan-1-ol hydrochloride salt). Product: N1=C2C(=NS1)C(=CC=C2)S(=O)(=O)NC2=C(C(=O)N[C@@H]([C@@H](O)C1=CC(=CC=C1)Br)C)C=CC(=C2)Cl (2-(Benzo[1,2,5]thiadiazole-4-sulfonylamino)-N-[(2S,1R)-2-(3-bromo-phenyl)-2-hydroxy-1-methyl-ethyl]-4-chloro-benzamide). Yield: 12.0%. As a reaction SMILES: [N:1]1[S:5][N:4]=[C:3]2[C:6]([S:10]([NH:13][C:14]3[CH:22]=[C:21]([Cl:23])[CH:20]=[CH:19][C:15]=3[C:16](O)=[O:17])(=[O:12])=[O:11])=[CH:7][CH:8]=[CH:9][C:2]=12.Cl.[NH2:25][C@H:26]([CH3:36])[C@H:27]([C:29]1[CH:34]=[CH:33][CH:32]=[C:31]([Br:35])[CH:30]=1)[OH:28]>>[N:1]1[S:5][N:4]=[C:3]2[C:6]([S:10]([NH:13][C:14]3[CH:22]=[C:21]([Cl:23])[CH:20]=[CH:19][C:15]=3[C:16]([NH:25][C@H:26]([CH3:36])[C@H:27]([C:29]3[CH:34]=[CH:33][CH:32]=[C:31]([Br:35])[CH:30]=3)[OH:28])=[O:17])(=[O:12])=[O:11])=[CH:7][CH:8]=[CH:9][C:2]=12 |f:1.2|. Procedure details: The title compound (7 mg, 12%) was obtained from 2-(benzo[1,2,5]thiadiazole-4-sulfonylamino)-4-chlorobenzoic acid and (1S,2R)-2-amino-1-(3-bromo-phenyl)-propan-1-ol hydrochloride salt as in Example 1, Part C. HPLC: RT=10.08 min. MS (ESI−): mass calcd. for C22H18BrClN4O4S2, 581.89; m/z found, 579/581 [M−H]−. 1H NMR (500 MHz, CDCl3): 11.58 (s, 1H), 8.38 (dd, J=7.0, 0.9, 1H), 8.22 (dd, J=8.8, 0.9, 1H), 7.74-7.71 (m, 2H), 7.55-7.53 (m, 1H), 7.47-7.43 (m, 1H), 7.31-7.22 (m, 2H), 6.95 (dd, J=8.4, 2.0,... The reactants are [H-].[Na+] (sodium hydride), O[C@@H]1CN(CC[C@H]1OC1=CC(=C(C=C1)C)C)C(=O)OCC1=CC=CC=C1 (trans-3-hydroxy-4-(3,4-dimethyl-phenoxy)-1-carbobenzyloxy-piperidine), O (water), ClC1=CC(=CC=C1)F (1-chloro-3-fluorobenzene). The solvent is CN(C=O)C (dimethylformamide), CN(C=O)C (dimethylformamide). Run at time 2 hour. The product is ClC=1C=C(O[C@@H]2CN(CC[C@H]2OC2=CC(=C(C=C2)C)C)C(=O)OCC2=CC=CC=C2)C=CC1 (trans-3-(3-chlorophenoxy)-4-(3,4-dimethylphenoxy)-1-carbobenzyloxy-piperidine). As a reaction SMILES: [OH:1][C@H:2]1[C@H:7]([O:8][C:9]2[CH:14]=[CH:13][C:12]([CH3:15])=[C:11]([CH3:16])[CH:10]=2)[CH2:6][CH2:5][N:4]([C:17]([O:19][CH2:20][C:21]2[CH:26]=[CH:25][CH:24]=[CH:23][CH:22]=2)=[O:18])[CH2:3]1.[H-].[Na+].[Cl:29][C:30]1[CH:35]=[CH:34][CH:33]=[C:32](F)[CH:31]=1.O>CN(C)C=O>[Cl:29][C:30]1[CH:31]=[C:32]([CH:33]=[CH:34][CH:35]=1)[O:1][C@H:2]1[C@H:7]([O:8][C:9]2[CH:14]=[CH:13][C:12]([CH3:15])=[C:11]([CH3:16])[CH:10]=2)[CH2:6][CH2:5][N:4]([C:17]([O:19][CH2:20][C:21]2[CH:22]=[CH:23][CH:24]=[CH:25][CH:26]=2)=[O:18])[CH2:3]1 |f:1.2|. Procedure: A solution of 15.0 g (0.04 mol) of the trans-3-hydroxy-4-(3,4-dimethyl-phenoxy)-1-carbobenzyloxy-piperidine described in Example 19 in 100 ml of dimethylformamide is introduced in the course of 30 minutes, at 30°-35°, into a suspension of 2.8 g (0.062 mol) of a 55% strength oily dispersion of sodium hydride in 50 ml of dimethylformamide. The mixture is then warmed to 50° and treated dropwise with 7.16 g (0.055 mol) of 1-chloro-3-fluorobenzene. The reaction mixture is subsequently stirred for 41/... The yield is 49.0%. Yields the product BrC=1C=C2C=3CCCC(C3NC2=CC1)NC(C1=CC(=CC=C1)OC)=O (N-(6-Bromo-2,3,4,9-tetrahydro-1H-carbazol-1-yl)-3-methoxybenzamide), solid. The reactants are BrC=1C=C2C=3CCCC(C3NC2=CC1)N (6-bromo-2,3,4,9-tetrahydro-1H-carbazol-1-amine), C(C1=CC(=CC=C1)OC)(=O)Cl (m-anisoyl chloride). As a reaction SMILES: [Br:1][C:2]1[CH:3]=[C:4]2[C:12](=[CH:13][CH:14]=1)[NH:11][C:10]1[CH:9]([NH2:15])[CH2:8][CH2:7][CH2:6][C:5]2=1.[C:16](Cl)(=[O:25])[C:17]1[CH:22]=[CH:21][CH:20]=[C:19]([O:23][CH3:24])[CH:18]=1>>[Br:1][C:2]1[CH:3]=[C:4]2[C:12](=[CH:13][CH:14]=1)[NH:11][C:10]1[CH:9]([NH:15][C:16](=[O:25])[C:17]3[CH:22]=[CH:21][CH:20]=[C:19]([O:23][CH3:24])[CH:18]=3)[CH2:8][CH2:7][CH2:6][C:5]2=1. Procedure details: N-(6-Bromo-2,3,4,9-tetrahydro-1H-carbazol-1-yl)-3-methoxybenzamide was prepared from 6-bromo-2,3,4,9-tetrahydro-1H-carbazol-1-amine and m-anisoyl chloride in a similar manner as described above to give an orange solid (49% yield). 1H-NMR (CDCl3): δ 8.92 (s, 1H), 7.61 (m, 1H), 7.38-7.30 (m, 2H), 7.30-7.25 (m, 1H), 7.23 (m, 1H), 7.17 (d, 1H), 7.08-7.02 (m, 1H), 6.39 (d, 1H), 5.32 (m, 1H), 3.85 (s, 3H), 2.72 (m, 2H), 2.31 (m, 1H), 1.97 (m, 3H); MS m/z 399 (M−1).